Dataset: the Open Reaction Database (ORD), a public repository of structured organic reaction records. Task: describe an organic reaction: reactants, conditions, products, and yield The yield is 78.7%. Yields the product C(C)(C)(C)OC(=O)NC1(CCC1)C1=CC=C(C=C1)C1=C(N=C2N1C1=C(NC3=C2C=CC=C3)N=CC=C1)C1=CC=C(C(=O)OC)C=C1 (methyl 4-[3-(4-{1-[(tert-butoxycarbonyl)amino]cyclobutyl}phenyl)-9H-imidazo[1,2-d]pyrido[2,3-b][1,4]benzodiazepin-2-yl]benzoate). Run at temperature 160 celsius. Reaction SMILES: Cl[C:2]1[N:3]=[C:4]2[C:10]3[CH:11]=[CH:12][CH:13]=[CH:14][C:9]=3[NH:8][C:7]3[N:15]=[CH:16][CH:17]=[CH:18][C:6]=3[N:5]2[C:19]=1[C:20]1[CH:25]=[CH:24][C:23]([C:26]2([NH:30][C:31](=[O:37])[O:32][C:33]([CH3:36])([CH3:35])[CH3:34])[CH2:29][CH2:28][CH2:27]2)=[CH:22][CH:21]=1.[CH3:38][O:39][C:40]([C:42]1[CH:47]=[CH:46][C:45](B(O)O)=[CH:44][CH:43]=1)=[O:41].C([O-])([O-])=O.[Na+].[Na+]>CN(C=O)C.CCOC(C)=O.CC(P(C(C)(C)C)C1C=CC(N(C)C)=CC=1)(C)C.CC(P(C(C)(C)C)C1C=CC(N(C)C)=CC=1)(C)C.Cl[Pd]Cl>[C:33]([O:32][C:31]([NH:30][C:26]1([C:23]2[CH:24]=[CH:25][C:20]([C:19]3[N:5]4[C:6]5[CH:18]=[CH:17][CH:16]=[N:15][C:7]=5[NH:8][C:9]5[CH:14]=[CH:13][CH:12]=[CH:11][C:10]=5[C:4]4=[N:3][C:2]=3[C:45]3[CH:46]=[CH:47][C:42]([C:40]([O:39][CH3:38])=[O:41])=[CH:43][CH:44]=3)=[CH:21][CH:22]=2)[CH2:27][CH2:28][CH2:29]1)=[O:37])([CH3:34])([CH3:36])[CH3:35] |f:2.3.4,7.8.9|. The solvent is CN(C)C=O (DMF), CCOC(=O)C (AcOEt). The reactants are ClC=1N=C2N(C3=C(NC4=C2C=CC=C4)N=CC=C3)C1C1=CC=C(C=C1)C1(CCC1)NC(OC(C)(C)C)=O (tert-butyl {1-[4-(2-chloro-9H-imidazo[1,2-d]pyrido[2,3-b][1,4]benzodiazepin-3-yl)phenyl]cyclobutyl}carbamate), COC(=O)C1=CC=C(C=C1)B(O)O ([4-(methoxy carbonyl)phenyl]boronic acid), C(=O)([O-])[O-].[Na+].[Na+] (Na2CO3). Reagents/catalysts: CC(C)(C)P(C1=CC=C(C=C1)N(C)C)C(C)(C)C.CC(C)(C)P(C1=CC=C(C=C1)N(C)C)C(C)(C)C.Cl[Pd]Cl (bis(di-tert-butyl(4-dimethylaminophenyl)phosphine)dichloropalladium(II)). Procedure details: A mixture of tert-butyl {1-[4-(2-chloro-9H-imidazo[1,2-d]pyrido[2,3-b][1,4]benzodiazepin-3-yl)phenyl]cyclobutyl}carbamate (30 mg, 0.058 mmol), [4-(methoxy carbonyl)phenyl]boronic acid (21 mg, 0.12 mmol), bis(di-tert-butyl(4-dimethylaminophenyl)phosphine)dichloropalladium(II) (4 mg, 0.006 mmol), and 2M Na2CO3 aq. (0.058 mL, 0.12 mmol) in DMF (1 mL) was heated in microwave oven at 160° C. for 1 hour. The mixture was diluted with AcOEt, washed with water (×3), brine, dried over Na2SO4, then filtrat... Starting materials: [OH-].[Na+] (NaOH), P(=O)(Cl)(Cl)Cl (phosphorus oxychloride), CN(C=O)C (N,N-Dimethylformamide), CN1N(C(C=C1C1=CC=CC=C1)=O)C (1,2-dimethyl-5-phenyl-1H-pyrazol-3(2H)-one), CN(C)C=O (DMF). The solvent is O (water). Reaction conditions: temperature 0 celsius, time 50 minute. Yields the product CN1N(C(C(=C1C1=CC=CC=C1)C=O)=O)C (1,2-dimethyl-3-oxo-5-phenyl-2,3-dihydro-1H-pyrazole-4-carbaldehyde). As a reaction SMILES: P(Cl)(Cl)(Cl)=O.[CH3:6][N:7]1[C:11]([C:12]2[CH:17]=[CH:16][CH:15]=[CH:14][CH:13]=2)=[CH:10][C:9](=[O:18])[N:8]1[CH3:19].[OH-].[Na+].CN([CH:25]=[O:26])C>O>[CH3:6][N:7]1[C:11]([C:12]2[CH:13]=[CH:14][CH:15]=[CH:16][CH:17]=2)=[C:10]([CH:25]=[O:26])[C:9](=[O:18])[N:8]1[CH3:19] |f:2.3|. Reported procedure: N,N-Dimethylformamide (3.4 mL, 43.6 mmol) was added to a flask under nitrogen atmosphere. After cooling to 0° C., phosphorus oxychloride (1.4 mL, 15.2 mmol) was added. The resulting reaction mixture was stirred at room temperature for 50 minutes. The resulting reaction mixture was transferred to a reaction flask containing a solution of 1,2-dimethyl-5-phenyl-1H-pyrazol-3(2H)-one (820 mg, 4.36 mmol) in DMF (4.9 mL). The reaction flask was immersed in a preheated oil bath (120° C.) and, after stir... Starting materials: Heterocycles, CCCC[N+](CCCC)(CCCC)CCCC.[F-] (TBAF), C(C)(C)(C)[SiH2]OC(C=1CC(CCC1)CC=O)(C)C ([3-(tert-butyl-dimethyl-silanyloxymethyl)-cyclohex-3-enyl]-acetaldehyde), S(=O)(=O)(C1=CC=C(C)C=C1)C[N+]#[C-] (tosylmethyl isocyanide), [C-]#N.[Na+] (NaCN). Run in C1CCOC1 (THF), CCO (EtOH). Conditions: time 20 minute. Yields the product N1C=NC(=C1)CC1CCC=C(C1)CO ((5-(1H-Imidazol-4-ylmethyl)-cyclohex-1-enyl]-methanol). Reaction SMILES: C([SiH2][O:6][C:7](C)(C)[C:8]1[CH2:9][CH:10]([CH2:14][CH:15]=O)[CH2:11][CH2:12][CH:13]=1)(C)(C)C.S([CH2:29][N+:30]#[C-:31])(C1C=CC(C)=CC=1)(=O)=O.[C-]#N.[Na+].CCCC[N+:39](CCCC)(CCCC)CCCC.[F-]>CCO.C1COCC1>[NH:30]1[CH:31]=[C:15]([CH2:14][CH:10]2[CH2:9][C:8]([CH2:7][OH:6])=[CH:13][CH2:12][CH2:11]2)[N:39]=[CH:29]1 |f:2.3,4.5|. Reported procedure: The following preparation followed the procedure by Horne et al., Heterocycles 39:139 (1994). A solution of the aldehyde (Intermediate R5; 0.34 g, 1.3 mmol) in EtOH (5 mL) was treated with tosylmethyl isocyanide (TosMIC; Aldrich; 0.25 g; 1.3 mmol) and NaCN (˜15 mg, cat) and allowed to stir at room temperature for 20 minutes. The solvent was removed in vacuo; the residue was dissolved in ˜7M NH3 in MeOH and transferred to a resealable tube before heating at 100° C. for 15 hours. The mixture was c... The reactants are O=C1CCC(=O)N1Br, O=C(OOC(=O)c1ccccc1)c1ccccc1, COc1cccc(C)c1Cc1cccc2c1C(=O)NC2=O, CCOCC. Yields the product COc1cccc(CBr)c1Cc1cccc2c1C(=O)NC2=O. RXN SMILES: [Br:22][N:23]1[C:24](=[O:25])[CH2:26][CH2:27][C:28]1=[O:29].[C:30]([O:31][O:32][C:33](=[O:34])[c:35]1[cH:36][cH:37][cH:38][cH:39][cH:40]1)(=[O:41])[c:42]1[cH:43][cH:44][cH:45][cH:46][cH:47]1.[CH3:1][O:2][c:3]1[c:4]([CH2:5][c:6]2[c:7]3[c:8]([cH:14][cH:15][cH:16]2)[C:9](=[O:10])[NH:11][C:12]3=[O:13])[c:17]([CH3:21])[cH:18][cH:19][cH:20]1.[CH3:48][CH2:49][O:50][CH2:51][CH3:52]>>[CH3:1][O:2][c:3]1[c:4]([CH2:5][c:6]2[c:7]3[c:8]([cH:14][cH:15][cH:16]2)[C:9](=[O:10])[NH:11][C:12]3=[O:13])[c:17]([CH2:21][Br:22])[cH:18][cH:19][cH:20]1. Starting materials: COC=1C(=CC2=C(CCN(CC2)C(COC)COC)C1)N (8-Methoxy-3-(2-methoxy-1-methoxymethyl-ethyl)-2,3,4,5-tetrahydro-1H-benzo[d]azepin-7-ylamine), ClC1=NC=C(C(=N1)N[C@H]1[C@@H](CCCC1)NS(=O)(=O)C)Cl (N-[(1R,2R)-2-(2,5-Dichloro-pyrimidin-4-ylamino)-cyclohexyl]-methanesulfonamide). Product: ClC=1C(=NC(=NC1)NC1=CC2=C(CCN(CC2)C(COC)COC)C=C1OC)N[C@H]1[C@@H](CCCC1)NS(=O)(=O)C (N-((1R,2R)-2-{5-Chloro-2-[8-methoxy-3-(2-methoxy-1-methoxymethyl-ethyl)-2,3,4,5-tetrahydro-1H-benzo[d]azepin-7-ylamino]-pyrimidin-4-ylamino}-cyclohexyl)-methanesulfonamide), solid. The yield is 45.0%. As a reaction SMILES: [CH3:1][O:2][C:3]1[C:4]([NH2:21])=[CH:5][C:6]2[CH2:12][CH2:11][N:10]([CH:13]([CH2:17][O:18][CH3:19])[CH2:14][O:15][CH3:16])[CH2:9][CH2:8][C:7]=2[CH:20]=1.Cl[C:23]1[N:28]=[C:27]([NH:29][C@@H:30]2[CH2:35][CH2:34][CH2:33][CH2:32][C@H:31]2[NH:36][S:37]([CH3:40])(=[O:39])=[O:38])[C:26]([Cl:41])=[CH:25][N:24]=1>>[Cl:41][C:26]1[C:27]([NH:29][C@@H:30]2[CH2:35][CH2:34][CH2:33][CH2:32][C@H:31]2[NH:36][S:37]([CH3:40])(=[O:39])=[O:38])=[N:28][C:23]([NH:21][C:4]2[C:3]([O:2][CH3:1])=[CH:20][C:7]3[CH2:8][CH2:9][N:10]([CH:13]([CH2:14][O:15][CH3:16])[CH2:17][O:18][CH3:19])[CH2:11][CH2:12][C:6]=3[CH:5]=2)=[N:24][CH:25]=1. Procedure: The title compound was prepared from 8-Methoxy-3-(2-methoxy-1-methoxymethyl-ethyl)-2,3,4,5-tetrahydro-1H-benzo[d]azepin-7-ylamine and N-[(1R,2R)-2-(2,5-Dichloro-pyrimidin-4-ylamino)-cyclohexyl]-methanesulfonamide in an analogous manner to Example 61e. Product isolated as an off-white solid (0.044 g, 45%). MP: 167-172° C. 1H NMR (400 MHz, CDCl3, δ, ppm): 7.96-7.92 (m, 2H), 7.30 (s, 1H), 6.65 (s, 1H), 5.37-5.30 (m, 2H), 3.98-3.87 (m, 1H), 3.86 (s, 3H), 3.57-3.51 (m, 2H), 3.47-3.41 (m, 2H), 3.32 (s... Starting materials: CC(=O)O, Cl[Cu]Cl, Cl, O=N[O-], CC1(C)Oc2cc(N)ccc2N(c2ccc(F)cc2)C1=O, [Na+], [Na+], O, O=S([O-])O. Product: CC1(C)Oc2cc(S(=O)(=O)Cl)ccc2N(c2ccc(F)cc2)C1=O. RXN SMILES: [CH3:32][C:33](=[O:34])[OH:35].[Cl:37][Cu:38][Cl:39].[ClH:22].[N:23]([O-:24])=[O:25].[NH2:1][c:2]1[cH:3][c:4]2[c:5]([cH:20][cH:21]1)[N:6]([c:13]1[cH:14][cH:15][c:16]([F:19])[cH:17][cH:18]1)[C:7](=[O:12])[C:8]([CH3:10])([CH3:11])[O:9]2.[Na+:26].[Na+:31].[OH2:36].[S:27](=[O:28])([OH:29])[O-:30]>>[c:2]1([S:27]([Cl:22])(=[O:28])=[O:30])[cH:3][c:4]2[c:5]([cH:20][cH:21]1)[N:6]([c:13]1[cH:14][cH:15][c:16]([F:19])[cH:17][cH:18]1)[C:7](=[O:12])[C:8]([CH3:10])([CH3:11])[O:9]2. Starting materials: O=C1CCC(=O)N1Br, CS(=O)(=O)c1ccccc1I, O=S(=O)(O)O. Yields the product CS(=O)(=O)c1cc(Br)ccc1I. Reaction SMILES: [Br:12][N:13]1[C:14](=[O:15])[CH2:16][CH2:17][C:18]1=[O:19].[I:1][c:2]1[c:3]([S:8](=[O:9])(=[O:10])[CH3:11])[cH:4][cH:5][cH:6][cH:7]1.[S:20](=[O:21])(=[O:22])([OH:23])[OH:24]>>[I:1][c:2]1[c:3]([S:8](=[O:9])(=[O:10])[CH3:11])[cH:4][c:5]([Br:12])[cH:6][cH:7]1.